From a dataset of the Open Reaction Database (ORD), a public repository of structured organic reaction records. describe an organic reaction: reactants, conditions, products, and yield Procedure details: Prepared analogously to Example 1 from 6-(3-chloropropoxy)-4-isopropyl-4H-3,1-benzoxazin-2-one and 3,4-dimethoxy-thiophenol. Product: C(C)(C)C1OC(NC2=C1C=C(C=C2)OCCCSC2=CC(=C(C=C2)OC)OC)=O (4-Isopropyl-6-[3-(3,4-dimethoxy-phenylmercapto)-propoxy]-4H-3,1-benzoxazin-2-one). As a reaction SMILES: Cl[CH2:2][CH2:3][CH2:4][O:5][C:6]1[CH:7]=[CH:8][C:9]2[NH:14][C:13](=[O:15])[O:12][CH:11]([CH:16]([CH3:18])[CH3:17])[C:10]=2[CH:19]=1.[CH3:20][O:21][C:22]1[CH:23]=[C:24]([SH:30])[CH:25]=[CH:26][C:27]=1[O:28][CH3:29]>>[CH:16]([CH:11]1[C:10]2[CH:19]=[C:6]([O:5][CH2:4][CH2:3][CH2:2][S:30][C:24]3[CH:25]=[CH:26][C:27]([O:28][CH3:29])=[C:22]([O:21][CH3:20])[CH:23]=3)[CH:7]=[CH:8][C:9]=2[NH:14][C:13](=[O:15])[O:12]1)([CH3:18])[CH3:17]. The reactants are ClCCCOC=1C=CC2=C(C(OC(N2)=O)C(C)C)C1 (6-(3-chloropropoxy)-4-isopropyl-4H-3,1-benzoxazin-2-one), COC=1C=C(C=CC1OC)S (3,4-dimethoxy-thiophenol). As a reaction SMILES: [CH3:1][N:2]1[CH:6]=[C:5](I)[CH:4]=[C:3]1[C:8]([O:10][CH3:11])=[O:9].[CH3:12][C:13]1([CH3:32])[CH2:26][CH2:25][C:24]([CH3:28])([CH3:27])[C:23]2[CH:22]=[C:21]3[C:16]([CH:17]=[CH:18][C:19](B(O)O)=[CH:20]3)=[CH:15][C:14]1=2.C(=O)([O-])[O-].[K+].[K+]>C1(C)C=CC=CC=1>[CH3:1][N:2]1[CH:6]=[C:5]([C:19]2[CH:18]=[CH:17][C:16]3[C:21](=[CH:22][C:23]4[C:24]([CH3:28])([CH3:27])[CH2:25][CH2:26][C:13]([CH3:32])([CH3:12])[C:14]=4[CH:15]=3)[CH:20]=2)[CH:4]=[C:3]1[C:8]([O:10][CH3:11])=[O:9] |f:2.3.4|. Reported procedure: 231 mg (0.2 mml) of tetrakis-(triphenylphosphine)palladium (0), 50 ml of toluene and 1.75 g (6.6 mmol) of methyl N-methyl-4-iodo-2-pyrrolecarboxylate were introduced into a three-necked flask and under a nitrogen stream and the mixture was stirred at room temperature for 20 minutes. 2.8 g (10 mmol) of 5,6,7,8-tetrahydro-5,5,8,8-tetramethyl-2-anthrylboronic acid and 6.6 ml of an aqueous potassium carbonate solution (2N) were then added and the mixture was heated at reflux for 8 hours. The reactio... The solvent is C1(=CC=CC=C1)C (toluene). Starting materials: tetrakis-(triphenylphosphine)palladium (0), CN1C(=CC(=C1)I)C(=O)OC (methyl N-methyl-4-iodo-2-pyrrolecarboxylate), CC1(C=2C=C3C=CC(=CC3=CC2C(CC1)(C)C)B(O)O)C (5,6,7,8-tetrahydro-5,5,8,8-tetramethyl-2-anthrylboronic acid), C([O-])([O-])=O.[K+].[K+] (potassium carbonate). The product is CN1C(=CC(=C1)C1=CC2=CC=3C(CCC(C3C=C2C=C1)(C)C)(C)C)C(=O)OC (methyl N-methyl-4-(5,6,7,8-tetrahydro-5,5,8,8-tetramethyl-2-anthryl)-2-pyrrolecarboxylate). The yield is 33.9%. Reaction conditions: time 20 minute. Reactants: ClC1=C(C(=O)O)C=CC(=N1)C (2-chloro-6-methylnicotinic acid), CCCC(CCC)N (4-Heptylamine). Procedure details: Prepared in a similar manner to example 4 using 2-chloro-6-methylnicotinic acid and 4-Heptylamine. MS (M+H, 269). RXN SMILES: [Cl:1][C:2]1[N:10]=[C:9]([CH3:11])[CH:8]=[CH:7][C:3]=1[C:4]([OH:6])=O.[CH3:12][CH2:13][CH2:14][CH:15]([NH2:19])[CH2:16][CH2:17][CH3:18]>>[Cl:1][C:2]1[N:10]=[C:9]([CH3:11])[CH:8]=[CH:7][C:3]=1[C:4]([NH:19][CH:15]([CH2:16][CH2:17][CH3:18])[CH2:14][CH2:13][CH3:12])=[O:6]. Yields the product ClC1=C(C(=O)NC(CCC)CCC)C=CC(=N1)C (2-chloro-N-(heptan-4-yl)-6-methylnicotinamide). The reactants are CN1N=NN=C1S (1-Methyl-5-mercapto-1,2,3,4-tetrazole), C([O-])([O-])=O.[K+].[K+] (potassium carbonate), CC=1N=CSC1C(=O)CCCCl (3-chloropropyl 4-methyl-5-thiazolyl ketone). The solvent is CC(=O)C (acetone). Reaction conditions: time 2 hour. Yields the product CN1N=NN=C1SCCCC(=O)C1=C(N=CS1)C (1-methyl-5-[3-(4-methyl-5-thiazolylcarbonyl)propyl]thio-1,2,3,4-tetrazole). Isolated yield 88.8%. As a reaction SMILES: [CH3:1][N:2]1[C:6]([SH:7])=[N:5][N:4]=[N:3]1.C(=O)([O-])[O-].[K+].[K+].[CH3:14][C:15]1[N:16]=[CH:17][S:18][C:19]=1[C:20]([CH2:22][CH2:23][CH2:24]Cl)=[O:21]>CC(C)=O>[CH3:1][N:2]1[C:6]([S:7][CH2:24][CH2:23][CH2:22][C:20]([C:19]2[S:18][CH:17]=[N:16][C:15]=2[CH3:14])=[O:21])=[N:5][N:4]=[N:3]1 |f:1.2.3|. Procedure details: 1-Methyl-5-mercapto-1,2,3,4-tetrazole (1.2 g), potassium carbonate (2.1 g) and 3-chloropropyl 4-methyl-5-thiazolyl ketone (3.1 g) are added to acetone (50 ml) and the mixture is refluxed with stirring for 2 hours. The reaction mixture is concentrated to dryness under reduced pressure and the residue is dissolved in chloroform. Insolubles are filtered off and the filtrated is concentrated under reduced pressure. The residue is purified by silica gel column chromatography [Kieselgel 60, eluant: be... As a reaction SMILES: [CH3:1][CH:2]([CH2:3][CH2:4][O:5][N:6]=[O:7])[CH3:8].[CH3:22][C:23]#[N:24].[ClH:21].[Cu:25]([Cl:26])[Cl:27].[F:9][c:10]1[cH:11][c:12]([F:20])[cH:13][c:14]2[c:15]1[n:16][c:17]([NH2:19])[s:18]2>>[F:9][c:10]1[cH:11][c:12]([F:20])[cH:13][c:14]2[c:15]1[n:16][c:17]([Cl:21])[s:18]2. The product is Fc1cc(F)c2nc(Cl)sc2c1. The reactants are CC(C)CCON=O, CC#N, Cl, Cl[Cu]Cl, Nc1nc2c(F)cc(F)cc2s1. Solvent: C1(=CC=CC=C1)C (toluene). Starting materials: C(CCCC)[C@@H]1CC[C@H](CC1)/C=C/CCC1=CC=C(C=O)C=C1 (4-[4E-(trans-4-pentylcyclohexyl)-3-butenyl]benzaldehyde), C(CCCC)C(CO)CO (2-pentyl-1,3-propanediol), S(O)(O)(=O)=O (sulphuric acid). Reaction conditions: time 2 hour. Yields the product C(CCCC)[C@@H]1CC[C@H](CC1)/C=C/CCC1=CC=C(C=C1)C1OCCCO1 (4-[4E-(trans-4-pentylcyclohexyl)-3-butenyl]phenyl-1,3-dioxane). As a reaction SMILES: [CH2:1]([C@H:6]1[CH2:11][CH2:10][C@H:9](/[CH:12]=[CH:13]/[CH2:14][CH2:15][C:16]2[CH:23]=[CH:22][C:19]([CH:20]=[O:21])=[CH:18][CH:17]=2)[CH2:8][CH2:7]1)[CH2:2][CH2:3][CH2:4][CH3:5].[CH2:24]([CH:29](CO)[CH2:30][OH:31])CCCC.S(=O)(=O)(O)O>C1(C)C=CC=CC=1>[CH2:1]([C@H:6]1[CH2:7][CH2:8][C@H:9](/[CH:12]=[CH:13]/[CH2:14][CH2:15][C:16]2[CH:17]=[CH:18][C:19]([CH:20]3[O:31][CH2:30][CH2:29][CH2:24][O:21]3)=[CH:22][CH:23]=2)[CH2:10][CH2:11]1)[CH2:2][CH2:3][CH2:4][CH3:5]. Procedure details: a solution of 3 g of 4-[4E-(trans-4-pentylcyclohexyl)-3-butenyl]benzaldehyde and 1.7 g of 2-pentyl-1,3-propanediol in 50 ml of toluene was treated with 2 drops of 10% (vol.) sulphuric acid. The mixture was heated to boiling for 2 hours, whereby the resulting water was simultaneously distilled off. Then, 4 drops of triethylamine were added to the reaction mixture. After cooling the mixture was washed with 50 ml of 1N sodium hydrogen carbonate solution and twice with 50 ml of water each time, drie... Product: CCCCC(O)c1cccc(Br)n1. The reactants are B, CCCCC(=O)c1cccc(Br)n1, C1CCOC1, COB(OC)OC, CSC, OC(c1ccccc1)(c1ccccc1)C1CCCN1. As a reaction SMILES: [BH3:30].[Br:31][c:32]1[cH:33][cH:34][cH:35][c:36]([C:38]([CH2:39][CH2:40][CH2:41][CH3:42])=[O:43])[n:37]1.[CH2:44]1[O:45][CH2:46][CH2:47][CH2:48]1.[CH3:20][O:21][B:22]([O:23][CH3:24])[O:25][CH3:26].[CH3:27][S:28][CH3:29].[c:1]1([C:2]([c:3]2[cH:4][cH:5][cH:6][cH:7][cH:8]2)([CH:9]2[CH2:10][CH2:11][CH2:12][NH:13]2)[OH:14])[cH:15][cH:16][cH:17][cH:18][cH:19]1>>[Br:31][c:32]1[cH:33][cH:34][cH:35][c:36]([CH:38]([CH2:39][CH2:40][CH2:41][CH3:42])[OH:43])[n:37]1.